Dataset: the Open Reaction Database (ORD), a public repository of structured organic reaction records. Task: describe an organic reaction: reactants, conditions, products, and yield The reactants are C(CCCC)C1=CCC(CC1)CO (4-pentyl-3-cyclohexen-1-methanol), C1(=CC=C(C=C1)S(=O)(=O)Cl)C (p-toluenesulfonyl chloride), N1=CC=CC=C1 (pyridine), Cl (HCl). Run at time 2 hour. Product: C=1(C(=CC=CC1)S(=O)(=O)OCC1CC=C(CC1)CCCCC)C (4-pentyl-3-cyclohexen-1-methanol toluenesulfonate). As a reaction SMILES: [CH2:1]([C:6]1[CH2:11][CH2:10][CH:9]([CH2:12][OH:13])[CH2:8][CH:7]=1)[CH2:2][CH2:3][CH2:4][CH3:5].[C:14]1(C)[CH:19]=[CH:18][C:17]([S:20](Cl)(=[O:22])=[O:21])=[CH:16][CH:15]=1.Cl.N1C=CC=C[CH:27]=1>>[C:16]1([CH3:27])[C:17]([S:20]([O:13][CH2:12][CH:9]2[CH2:10][CH2:11][C:6]([CH2:1][CH2:2][CH2:3][CH2:4][CH3:5])=[CH:7][CH2:8]2)(=[O:21])=[O:22])=[CH:18][CH:19]=[CH:14][CH:15]=1. Reported procedure: To a solution of 4-pentyl-3-cyclohexen-1-methanol (3.0 g) in pyridine (3.3 ml) at 0° C. was added p-toluenesulfonyl chloride (3.3 g). The reaction was stirred in an ice bath for 2 hours, and then stored at -20 ° C. for a further 16 hours. The reaction mixture was then poured into 2 M HCl (75 ml) and extracted with ethyl acetate. The combined organic layers were extracted with saturated sodium chloride and dried over sodium sulfate. The solvent was removed in vacuo to produce 4-pentyl-3-cyclohexe...